Task: describe an organic reaction: reactants, conditions, products, and yield. Dataset: the Open Reaction Database (ORD), a public repository of structured organic reaction records Reactants: FC1=CC(=C(C=C1)C(C1=CNC2=C(C=CC=C12)CSC)C1=CC=C(C=C1)F)C (3-[(4-Fluoro-2-methylphenyl)(4-fluorophenyl)methyl]-7-[(methylsulfanyl)methyl]-1H-indole), ClCCl (dichloromethane), ClC1=CC(=CC=C1)C(=O)OO (meta-chloroperbenzoic acid). Solvent: CO (methanol). Run at time 2 hour. Product: FC1=CC(=C(C=C1)C(C1=CNC2=C(C=CC=C12)CS(=O)C)C1=CC=C(C=C1)F)C (3-[(4-Fluoro-2-methylphenyl)(4-fluorophenyl)methyl]-7-[(methylsulfinyl)methyl]-1H-indole). RXN SMILES: [F:1][C:2]1[CH:7]=[CH:6][C:5]([CH:8]([C:21]2[CH:26]=[CH:25][C:24]([F:27])=[CH:23][CH:22]=2)[C:9]2[C:17]3[C:12](=[C:13]([CH2:18][S:19][CH3:20])[CH:14]=[CH:15][CH:16]=3)[NH:11][CH:10]=2)=[C:4]([CH3:28])[CH:3]=1.ClCCl.ClC1C=CC=C(C(OO)=[O:40])C=1>CO>[F:1][C:2]1[CH:7]=[CH:6][C:5]([CH:8]([C:21]2[CH:22]=[CH:23][C:24]([F:27])=[CH:25][CH:26]=2)[C:9]2[C:17]3[C:12](=[C:13]([CH2:18][S:19]([CH3:20])=[O:40])[CH:14]=[CH:15][CH:16]=3)[NH:11][CH:10]=2)=[C:4]([CH3:28])[CH:3]=1. Reported procedure: 65 mg (0.17 mmol) of the compound from Example 101 were introduced into 8 ml of dichloromethane at 0° C., 41 mg (0.17 mmol) of 70% pure meta-chloroperbenzoic acid were added, and the mixture was stirred at RT for 2 h. 2 ml of methanol were added, and the solution was concentrated. The residue was purified by preparative HPLC (mobile phase: acetonitrile/water gradient). 67 mg (99% of theory) of the title compound were obtained as mixture of diastereomers. The reactants are ClC1=CC2=C(OC3=C(CN2C(=O)Cl)C=CC=C3)C=C1 (8-chlorodibenz[b,f][1,4]-oxazepine-10(11H)-carbonyl chloride), C(CC)N1CCNCC1 (1-propylpiperazine). Product: ClC1=CC2=C(OC3=C(CN2C(=O)N2CCN(CC2)CCC)C=CC=C3)C=C1 (8-chloro-10,11-dihydro-10-[(4-propyl-1-piperazinyl)carbonyl]dibenz[b,f][1,4]oxazepine). The yield is 88.4%. Reaction SMILES: [Cl:1][C:2]1[CH:19]=[CH:18][C:5]2[O:6][C:7]3[CH:17]=[CH:16][CH:15]=[CH:14][C:8]=3[CH2:9][N:10]([C:11](Cl)=[O:12])[C:4]=2[CH:3]=1.[CH2:20]([N:23]1[CH2:28][CH2:27][NH:26][CH2:25][CH2:24]1)[CH2:21][CH3:22]>>[Cl:1][C:2]1[CH:19]=[CH:18][C:5]2[O:6][C:7]3[CH:17]=[CH:16][CH:15]=[CH:14][C:8]=3[CH2:9][N:10]([C:11]([N:26]3[CH2:27][CH2:28][N:23]([CH2:20][CH2:21][CH3:22])[CH2:24][CH2:25]3)=[O:12])[C:4]=2[CH:3]=1. Procedure: The title compound of Example 2 (1.0 g, 3.4 mmol) was combined with 1-propylpiperazine (0.44 g, 3.4 mmol) and the reaction was carried out by the method of Example 4. Following chromatographic purification, 1.16 g of the title product was obtained as a white solid. Starting materials: C(C)OCC=1N(C2=C(C=NC=3C=CC=CC23)N1)NCCCNC(OC(C)(C)C)=O (tert-butyl {3-[(2-ethoxymethyl-1H-imidazo[4,5-c]quinolin-1-yl)amino]propyl}carbamate), C1=CC(=CC(=C1)Cl)C(=O)OO (MCPBA). The solvent is C(=O)([O-])[O-].[Na+].[Na+] (Na2CO3), C(Cl)(Cl)Cl (CHCl3), C(Cl)(Cl)Cl (CHCl3). Run at time 3 hour. Yields the product C(C)OCC=1N(C2=C(C=[N+](C=3C=CC=CC23)[O-])N1)NCCCNC(OC(C)(C)C)=O (tert-butyl {3-[(2-ethoxymethyl-5-oxido-1H-imidazo[4,5-c]quinolin-1-yl)amino]propyl}carbamate). The yield is 99.9%. RXN SMILES: [CH2:1]([O:3][CH2:4][C:5]1[N:6]([NH:18][CH2:19][CH2:20][CH2:21][NH:22][C:23](=[O:29])[O:24][C:25]([CH3:28])([CH3:27])[CH3:26])[C:7]2[C:16]3[CH:15]=[CH:14][CH:13]=[CH:12][C:11]=3[N:10]=[CH:9][C:8]=2[N:17]=1)[CH3:2].C1C=C(Cl)C=C(C(OO)=[O:38])C=1>C(Cl)(Cl)Cl.C([O-])([O-])=O.[Na+].[Na+]>[CH2:1]([O:3][CH2:4][C:5]1[N:6]([NH:18][CH2:19][CH2:20][CH2:21][NH:22][C:23](=[O:29])[O:24][C:25]([CH3:28])([CH3:27])[CH3:26])[C:7]2[C:16]3[CH:15]=[CH:14][CH:13]=[CH:12][C:11]=3[N+:10]([O-:38])=[CH:9][C:8]=2[N:17]=1)[CH3:2] |f:3.4.5|. Procedure: A solution of tert-butyl {3-[(2-ethoxymethyl-1H-imidazo[4,5-c]quinolin-1-yl)amino]propyl}carbamate (1.34 g, 3.35 mmol) in 30 mL of CHCl3 was treated with MCPBA (1.45 g, 5.03 mmol, 77% max). After 3 h, the reaction mixture was diluted with 10% Na2CO3 solution and CHCl3 and the phases were separated. The organic portion was washed with water and brine, dried over Na2SO4, filtered and concentrated under reduced pressure to yield tert-butyl {3-[(2-ethoxymethyl-5-oxido-1H-imidazo[4,5-c]quinolin-1-yl)... Starting materials: CC(C)(C)OC(=O)N(CCc1ccc(NC2SC(=O)NC2=O)cc1)CC(O)COc1ccc(OCc2ccccc2)cc1, O=C(O)C(F)(F)F. Product: O=C1NC(=O)C(Nc2ccc(CCNCC(O)COc3ccc(OCc4ccccc4)cc3)cc2)S1. RXN SMILES: [CH2:1]([c:2]1[cH:3][cH:4][cH:5][cH:6][cH:7]1)[O:8][c:9]1[cH:10][cH:11][c:12]([O:13][CH2:14][CH:15]([CH2:16][N:17]([C:18](=[O:19])[O:20][C:21]([CH3:22])([CH3:23])[CH3:24])[CH2:25][CH2:26][c:27]2[cH:28][cH:29][c:30]([NH:33][CH:34]3[C:35](=[O:40])[NH:36][C:37](=[O:39])[S:38]3)[cH:31][cH:32]2)[OH:41])[cH:42][cH:43]1.[OH:44][C:45]([C:46]([F:47])([F:48])[F:49])=[O:50]>>[CH2:1]([c:2]1[cH:3][cH:4][cH:5][cH:6][cH:7]1)[O:8][c:9]1[cH:10][cH:11][c:12]([O:13][CH2:14][CH:15]([CH2:16][NH:17][CH2:25][CH2:26][c:27]2[cH:28][cH:29][c:30]([NH:33][CH:34]3[C:35](=[O:40])[NH:36][C:37](=[O:39])[S:38]3)[cH:31][cH:32]2)[OH:41])[cH:42][cH:43]1. Starting materials: ClC1=CC=C(C=C1)C([C@H](CCC)C1=CC=C(C(=O)NCCC(=O)OC(C)(C)C)C=C1)C1=CC=NC2=CC(=C(C=C12)F)F (tert-Butyl N-(4-{(1S)-1-[(4-chlorophenyl)(6,7-difluoroquinolin-4-yl)methyl]butyl}benzoyl)-β-alaninate), C(=O)(C(F)(F)F)O (TFA). Run in C(Cl)Cl (CH2Cl2). Conditions: time 8 hour. The product is ClC1=CC=C(C=C1)C([C@H](CCC)C1=CC=C(C(=O)NCCC(=O)O)C=C1)C1=CC=NC2=CC(=C(C=C12)F)F (N-(4-{(1S)-1-[(4-Chlorophenyl)(6,7-difluoroquinolin-4-yl)methyl]butyl}benzoyl)-β-alanine). As a reaction SMILES: [Cl:1][C:2]1[CH:7]=[CH:6][C:5]([CH:8]([C:31]2[C:40]3[C:35](=[CH:36][C:37]([F:42])=[C:38]([F:41])[CH:39]=3)[N:34]=[CH:33][CH:32]=2)[C@@H:9]([C:13]2[CH:30]=[CH:29][C:16]([C:17]([NH:19][CH2:20][CH2:21][C:22]([O:24]C(C)(C)C)=[O:23])=[O:18])=[CH:15][CH:14]=2)[CH2:10][CH2:11][CH3:12])=[CH:4][CH:3]=1.C(O)(C(F)(F)F)=O>C(Cl)Cl>[Cl:1][C:2]1[CH:7]=[CH:6][C:5]([CH:8]([C:31]2[C:40]3[C:35](=[CH:36][C:37]([F:42])=[C:38]([F:41])[CH:39]=3)[N:34]=[CH:33][CH:32]=2)[C@@H:9]([C:13]2[CH:14]=[CH:15][C:16]([C:17]([NH:19][CH2:20][CH2:21][C:22]([OH:24])=[O:23])=[O:18])=[CH:29][CH:30]=2)[CH2:10][CH2:11][CH3:12])=[CH:4][CH:3]=1. Procedure: A solution of the slower-eluting isomer of tert-butyl N-(4-{(1S)-1-[(4-chlorophenyl)(6,7-difluoroquinolin-4-yl)methyl]butyl}benzoyl)-β-alaninate from Step G (34 mg, 0.058 mmol) in CH2Cl2 (2.0 mL) was treated with TFA (1.0 mL). After stirring at room temperature overnight, the solution was concentrated. The residue was purified by preparative reverse phase HPLC, eluting with acetonitrile/water+0.1% formic acid. Following lyophilization, this afforded the title compound as a fluffy, white solid: 1...